Task: describe an organic reaction: reactants, conditions, products, and yield. Dataset: the Open Reaction Database (ORD), a public repository of structured organic reaction records Starting materials: ClCCCBr, CN(C)C=O, CCOC(=O)C1CCc2cc3c(cc2C1=O)n(C)c(=O)n3C, [H-], [Na+], O. The product is CCOC(=O)C1(CCCCl)CCc2cc3c(cc2C1=O)n(C)c(=O)n3C. Reaction SMILES: [Br:25][CH2:26][CH2:27][CH2:28][Cl:29].[CH3:31][N:32]([CH3:33])[CH:34]=[O:35].[CH3:3][n:4]1[c:5](=[O:24])[n:6]([CH3:23])[c:7]2[c:8]1[cH:9][c:10]1[c:15]([cH:16]2)[C:14](=[O:17])[CH:13]([C:18](=[O:19])[O:20][CH2:21][CH3:22])[CH2:12][CH2:11]1.[H-:1].[Na+:2].[OH2:30]>>[CH3:3][n:4]1[c:5](=[O:24])[n:6]([CH3:23])[c:7]2[c:8]1[cH:9][c:10]1[c:15]([cH:16]2)[C:14](=[O:17])[C:13]([C:18](=[O:19])[O:20][CH2:21][CH3:22])([CH2:26][CH2:27][CH2:28][Cl:29])[CH2:12][CH2:11]1. RXN SMILES: [C:1](=[O:2])([CH3:3])[O:4][c:5]1[cH:6][c:7]2[c:20]([cH:21][cH:22]1)[CH:19]1[CH:10]([CH2:9][CH2:8]2)[CH:11]2[CH2:12][CH:13]=[C:14]([c:23]3[cH:24][n:25][cH:26][cH:27][cH:28]3)[C:15]2([CH3:16])[CH2:17][CH2:18]1.[CH3:31][OH:32].[Na+:30].[OH-:29]>>[OH:4][c:5]1[cH:6][c:7]2[c:20]([cH:21][cH:22]1)[CH:19]1[CH:10]([CH2:9][CH2:8]2)[CH:11]2[CH2:12][CH:13]=[C:14]([c:23]3[cH:24][n:25][cH:26][cH:27][cH:28]3)[C:15]2([CH3:16])[CH2:17][CH2:18]1. Starting materials: CC(=O)Oc1ccc2c(c1)CCC1C2CCC2(C)C(c3cccnc3)=CCC12, CO, [Na+], [OH-]. Product: CC12CCC3c4ccc(O)cc4CCC3C1CC=C2c1cccnc1. Starting materials: CN1CCCC1=O, c1c[nH]cn1, O=c1n(Cc2ccc(-c3ccno3)cc2)nc2c(Cl)c(-c3ccc(Cl)cc3)cnn12. The product is O=c1n(Cc2ccc(-c3ccno3)cc2)nc2c(-n3ccnc3)c(-c3ccc(Cl)cc3)cnn12. Reaction SMILES: [CH3:36][N:37]1[CH2:38][CH2:39][CH2:40][C:41]1=[O:42].[nH:31]1[cH:32][n:33][cH:34][cH:35]1.[o:1]1[n:2][cH:3][cH:4][c:5]1-[c:6]1[cH:7][cH:8][c:9]([CH2:10][n:11]2[n:12][c:13]3[n:14]([n:15][cH:16][c:17](-[c:20]4[cH:21][cH:22][c:23]([Cl:26])[cH:24][cH:25]4)[c:18]3[Cl:19])[c:27]2=[O:28])[cH:29][cH:30]1>>[o:1]1[n:2][cH:3][cH:4][c:5]1-[c:6]1[cH:7][cH:8][c:9]([CH2:10][n:11]2[n:12][c:13]3[n:14]([n:15][cH:16][c:17](-[c:20]4[cH:21][cH:22][c:23]([Cl:26])[cH:24][cH:25]4)[c:18]3-[n:31]3[cH:32][n:33][cH:34][cH:35]3)[c:27]2=[O:28])[cH:29][cH:30]1. Starting materials: N[C@@H]1CC[C@H](CC1)N (trans-1,4-diaminocyclohexane), ClC1=NC(=C2N=CN(C2=N1)C1CCCC1)NC1=CC=C(C=C1)[N+](=O)[O-] (2-chloro-9-cyclopentyl-N-(4-nitrophenyl)-9H-purin-6-amine). The solvent is O (water). Reaction conditions: temperature 140 celsius. The product is Cl.Cl.N[C@@H]1CC[C@H](CC1)NC1=NC(=C2N=CN(C2=N1)C1CCCC1)NC1=CC=C(C=C1)[N+](=O)[O-] (trans-N2-(4-aminocyclohexyl)-9-cyclopentyl-N6-(4-nitrophenyl)-9H-purin-2,6-diamine dihydrochloride). RXN SMILES: [NH2:1][C@H:2]1[CH2:7][CH2:6][C@H:5]([NH2:8])[CH2:4][CH2:3]1.[Cl:9][C:10]1[N:18]=[C:17]2[C:13]([N:14]=[CH:15][N:16]2[CH:19]2[CH2:23][CH2:22][CH2:21][CH2:20]2)=[C:12]([NH:24][C:25]2[CH:30]=[CH:29][C:28]([N+:31]([O-:33])=[O:32])=[CH:27][CH:26]=2)[N:11]=1>O>[ClH:9].[ClH:9].[NH2:1][C@H:2]1[CH2:7][CH2:6][C@H:5]([NH:8][C:10]2[N:18]=[C:17]3[C:13]([N:14]=[CH:15][N:16]3[CH:19]3[CH2:20][CH2:21][CH2:22][CH2:23]3)=[C:12]([NH:24][C:25]3[CH:30]=[CH:29][C:28]([N+:31]([O-:33])=[O:32])=[CH:27][CH:26]=3)[N:11]=2)[CH2:4][CH2:3]1 |f:3.4.5|. Reported procedure: 740 mg of trans-1,4-diaminocyclohexane is taken to approximately 150° C. then 466 mg of the product obtained in Stage 1 above is added, the reaction medium is maintained under agitation at 140° C. for 6 hours then left to return to ambient temperature. Then 15 ml of water is added, followed by extracting with dichloromethane, drying and evaporating the solvent. The residue is chromatographed on silica (eluent: MeOH/NH4OH 98/2), 270 mg of the product obtained is removed and taken up in 10 ml of e... Reactants: CC1(CC1)C(CC#N)=O (3-(1-methyl-cyclopropyl)-3-oxo-propionitrile), Cl.C1(=CC=C(C=C1)NN)C (p-tolyl-hydrazine hydrochloride). The solvent is C(C)O (ethanol). Product: CC1(CC1)C=1C=C(N(N1)C1=CC=C(C=C1)C)N (5-(1-methyl-cyclopropyl)-2-p-tolyl-2H-pyrazol-3-ylamine). Reaction SMILES: [CH3:1][C:2]1([C:5](=O)[CH2:6][C:7]#[N:8])[CH2:4][CH2:3]1.Cl.[C:11]1([CH3:19])[CH:16]=[CH:15][C:14]([NH:17][NH2:18])=[CH:13][CH:12]=1>C(O)C>[CH3:1][C:2]1([C:5]2[CH:6]=[C:7]([NH2:8])[N:17]([C:14]3[CH:15]=[CH:16][C:11]([CH3:19])=[CH:12][CH:13]=3)[N:18]=2)[CH2:4][CH2:3]1 |f:1.2|. Procedure details: Heat to reflux a solution of 3-(1-methyl-cyclopropyl)-3-oxo-propionitrile (60 g, 487.2 mmol) and p-tolyl-hydrazine hydrochloride (78 g, 478.2 mmol) in ethanol (975 mL) for 4 hours. Evaporate the solvent and dissolve the remaining solid in water. Increase pH of the solution to pH 8 using a 1.0 N solution of sodium hydroxide. Filter the precipitate to obtain 5-(1-methyl-cyclopropyl)-2-p-tolyl-2H-pyrazol-3-ylamine as a white solid. 1H NMR (DMSO): 7.39 (d, J=8 Hz, 2H), 7.22 (d, J=8 Hz, 2H), 5.12 (s,... The reactants are [I-].C[N+]1=CC(=NC=C1)CCC(=O)OC (1-methyl-3-(2-carbomethoxyethyl)pyrazinium iodide). Solvent: Cl (HCl). Product: [I-].C[N+]1=CC(=NC=C1)CCC(=O)O (1-methyl-3-(2-carboxyethyl)pyrazinium iodide). Isolated yield 57.6%. Reaction SMILES: [I-:1].[CH3:2][N+:3]1[CH:8]=[CH:7][N:6]=[C:5]([CH2:9][CH2:10][C:11]([O:13]C)=[O:12])[CH:4]=1>Cl>[I-:1].[CH3:2][N+:3]1[CH:8]=[CH:7][N:6]=[C:5]([CH2:9][CH2:10][C:11]([OH:13])=[O:12])[CH:4]=1 |f:0.1,3.4|. Procedure details: 1.0 g of 1-methyl-3-(2-carbomethoxyethyl)pyrazinium iodide was dissolved in 30 ml of 2N HCl and refluxed overnight. It was then concentrated, taken up in 100 ml of water and washed with methylene chloride. Concentration of the aqueous solution gave 0.55 g of 1-methyl-3-(2-carboxyethyl)pyrazinium iodide (3900) as an amorphous solid. UV H2O max: 226 (4.12), 281 (3.85).